From a dataset of the Open Reaction Database (ORD), a public repository of structured organic reaction records. describe an organic reaction: reactants, conditions, products, and yield The reactants are C1(CCCC1)C(=O)N1CC(CC(C1)C1=CC=C(C=C1)CC)C(=O)O (1-(cyclopentylcarbonyl)-5-(4-ethylphenyl)piperidine-3-carboxylic acid), FC=1C=C(N)C=CC1 (3-fluoroaniline). The product is C1(CCCC1)C(=O)N1CC(CC(C1)C1=CC=C(C=C1)CC)C(=O)NC1=CC(=CC=C1)F (1-(Cyclopentylcarbonyl)-5-(4-ethylphenyl)-N-(3-fluorophenyl)piperidine-3-carboxamide). Reaction SMILES: [CH:1]1([C:6]([N:8]2[CH2:13][CH:12]([C:14]3[CH:19]=[CH:18][C:17]([CH2:20][CH3:21])=[CH:16][CH:15]=3)[CH2:11][CH:10]([C:22](O)=[O:23])[CH2:9]2)=[O:7])[CH2:5][CH2:4][CH2:3][CH2:2]1.[F:25][C:26]1[CH:27]=[C:28]([CH:30]=[CH:31][CH:32]=1)[NH2:29]>>[CH:1]1([C:6]([N:8]2[CH2:13][CH:12]([C:14]3[CH:19]=[CH:18][C:17]([CH2:20][CH3:21])=[CH:16][CH:15]=3)[CH2:11][CH:10]([C:22]([NH:29][C:28]3[CH:30]=[CH:31][CH:32]=[C:26]([F:25])[CH:27]=3)=[O:23])[CH2:9]2)=[O:7])[CH2:5][CH2:4][CH2:3][CH2:2]1. Procedure: 66 mg (0.20 mmol) of 1-(cyclopentylcarbonyl)-5-(4-ethylphenyl)piperidine-3-carboxylic acid (Example 7A) and 24 mg (0.22 mmol, 1.1 eq.) of 3-fluoroaniline were reacted according to General Method 1. Yield: 38 mg (45% of theory) The reactants are CN(C)CC1=CC=C(S1)CSCCN (2-(5-dimethylaminomethyl-2-thienylmethylthio)ethylamine), [N+](=O)([O-])NC1=NC=C(C(N1)=O)CC=1SC(=CC1)CN(C)C (2-nitroamino-5-(5-dimethylaminomethyl-2-thienylmethyl)-4-pyrimidone). Solvent: N1=CC=CC=C1 (pyridine). Product: CN(C)CC1=CC=C(S1)CSCCNC1=NC=C(C(N1)=O)CC=1SC(=CC1)CN(C)C (2-(5-dimethylaminomethyl-2-thienylmethylthio)ethylamino-5-(5-dimethylaminomethyl-2-thienylmethyl)-4-pyrimidone). RXN SMILES: [CH3:1][N:2]([CH2:4][C:5]1[S:9][C:8]([CH2:10][S:11][CH2:12][CH2:13][NH2:14])=[CH:7][CH:6]=1)[CH3:3].[N+](N[C:19]1[NH:24][C:23](=[O:25])[C:22]([CH2:26][C:27]2[S:28][C:29]([CH2:32][N:33]([CH3:35])[CH3:34])=[CH:30][CH:31]=2)=[CH:21][N:20]=1)([O-])=O>N1C=CC=CC=1>[CH3:3][N:2]([CH2:4][C:5]1[S:9][C:8]([CH2:10][S:11][CH2:12][CH2:13][NH:14][C:19]2[NH:24][C:23](=[O:25])[C:22]([CH2:26][C:27]3[S:28][C:29]([CH2:32][N:33]([CH3:34])[CH3:35])=[CH:30][CH:31]=3)=[CH:21][N:20]=2)=[CH:7][CH:6]=1)[CH3:1]. Reported procedure: A solution of 2-(5-dimethylaminomethyl-2-thienylmethylthio)ethylamine (1.47 g) and 2-nitroamino-5-(5-dimethylaminomethyl-2-thienylmethyl)-4-pyrimidone (2.0 g) in pyridine (10 ml) was refluxed overnight. The pyridine was removed under reduced pressure and the last traces of pyridine were removed by azeotroping with water yielding 2-(5-dimethylaminomethyl-2-thienylmethylthio)ethylamino-5-(5-dimethylaminomethyl-2-thienylmethyl)-4-pyrimidone as an oil. The resultant oil was washed by decantation wit... Starting materials: COC(C1=C(C(=CC(=C1)C)C)N(S(=O)(=O)C1=CC=C(C=C1)F)CC1=CC=CC=C1)=O (2-[Benzyl-(4-fluoro-benzenesulfonyl)-amino]-3,5-dimethyl-benzoic acid methyl ester), C(C1=CC=CC=C1)O (benzyl alcohol), [H-].[Na+] (sodium hydride). Run in CN(C)C=O (DMF). Conditions: time 18 hour. The product is C(C1=CC=CC=C1)N(C1=C(C(=O)O)C=C(C=C1C)C)S(=O)(=O)C1=CC=C(C=C1)OCC1=CC=CC=C1 (2-[Benzyl-(4-benzyloxy-benzenesulfonyl)-amino]-3,5-dimethyl-benzoic acid). Yield: 73.5%. RXN SMILES: C[O:2][C:3](=[O:30])[C:4]1[CH:9]=[C:8]([CH3:10])[CH:7]=[C:6]([CH3:11])[C:5]=1[N:12]([CH2:23][C:24]1[CH:29]=[CH:28][CH:27]=[CH:26][CH:25]=1)[S:13]([C:16]1[CH:21]=[CH:20][C:19](F)=[CH:18][CH:17]=1)(=[O:15])=[O:14].[CH2:31]([OH:38])[C:32]1[CH:37]=[CH:36][CH:35]=[CH:34][CH:33]=1.[H-].[Na+]>CN(C=O)C>[CH2:23]([N:12]([S:13]([C:16]1[CH:21]=[CH:20][C:19]([O:38][CH2:31][C:32]2[CH:37]=[CH:36][CH:35]=[CH:34][CH:33]=2)=[CH:18][CH:17]=1)(=[O:15])=[O:14])[C:5]1[C:6]([CH3:11])=[CH:7][C:8]([CH3:10])=[CH:9][C:4]=1[C:3]([OH:2])=[O:30])[C:24]1[CH:29]=[CH:28][CH:27]=[CH:26][CH:25]=1 |f:2.3|. Procedure: To a solution of 0.50 g (1.171 mmol) of the product of Example 65 in 10 mL of DMF was added 0.485 mL (4.684 mmol) of benzyl alcohol and 0.187 g (4.684 mmol) of 60% sodium hydride. The eaction mixture was stirred for 18 h at room temperature and the quenched with 5% HCl solution. The resulting mixture was extracted with ether and the combined organics were washed with water, dried over MgSO4, filtered and concentrated in vacuo. The residue was dissolved 10 mL of MeOH-THF (1:1) and 4.7 mL of 1N so... Starting materials: C(\C=C\CCCCCC)(=O)O (trans-2-nonenoic acid), [H-].[H-].[H-].[H-].[Li+].[Al+3] (LiAlH4). The solvent is CCOCC (ether), CCOCC (ether). Reaction conditions: time 1 hour. Product: C(\C=C\CCCCCC)O (trans-2-nonenol). RXN SMILES: [H-].[H-].[H-].[H-].[Li+].[Al+3].[C:7](O)(=[O:16])/[CH:8]=[CH:9]/[CH2:10][CH2:11][CH2:12][CH2:13][CH2:14][CH3:15]>CCOCC>[CH2:7]([OH:16])/[CH:8]=[CH:9]/[CH2:10][CH2:11][CH2:12][CH2:13][CH2:14][CH3:15] |f:0.1.2.3.4.5|. Reported procedure: A 500 ml flask with a reflux condenser, mechanical stirrer and a dropping funnel, and protected from moisture with a drying tube is charged with LiAlH4 (6.1 g, 0.16 mole) and 200 ml ether. A solution of trans-2-nonenoic acid (7.8 g, 0.05 mole) in 25 ml ether is added at a rate to maintain refluxing. Refluxing is continued for 1 hour and the mixture cooled. Exess reagent is destroyed by the addition of ethyl acetate (5 ml) followed by acidification with 5M HCl. The organic layer is separated, was... Starting materials: FC=1C=C2C(=CN(C2=CC1)C1=CC=C(C=C1)F)C=1CCN(CC1)C(C)C (5-fluoro-1-(4'-fluorophenyl)-3-(1-(2-propyl)-1,2,3,6-tetrahydropyridin-4-yl)-1H-indole), C(\C=C\C(=O)[O-])(=O)[O-] (fumarate). Product: FC=1C=C2C(=CN(C2=CC1)C1=CC=C(C=C1)F)C=1CCNCC1 (5-fluoro-1-(4'-fluorophenyl)-3-(1,2,3,6-tetrahydropyridin-4-yl)-1H-indole). As a reaction SMILES: [F:1][C:2]1[CH:3]=[C:4]2[C:8](=[CH:9][CH:10]=1)[N:7]([C:11]1[CH:16]=[CH:15][C:14]([F:17])=[CH:13][CH:12]=1)[CH:6]=[C:5]2[C:18]1[CH2:19][CH2:20][N:21](C(C)C)[CH2:22][CH:23]=1.C([O-])(=O)/C=C/C([O-])=O>>[F:1][C:2]1[CH:3]=[C:4]2[C:8](=[CH:9][CH:10]=1)[N:7]([C:11]1[CH:12]=[CH:13][C:14]([F:17])=[CH:15][CH:16]=1)[CH:6]=[C:5]2[C:18]1[CH2:19][CH2:20][NH:21][CH2:22][CH:23]=1. Procedure details: 5-fluoro-1-(4'-fluorophenyl)-3-(1-(2-propyl)-1,2,3,6-tetrahydropyridin-4-yl)-1H-indole, fumarate. (Lu 23-167). M.p. 190°-195° C. Starting materials: NC1=CC=C2C(OC[C@@H]3N2CCC3)=C1C(=O)OC (methyl (R)-7-amino-2,3,3a,4-tetrahydro-1H-benzo[b]pyrrolo[1,2-d][1,4]oxazine-6-carboxylate), NC1=CC=C(C(=C1C(=O)OC)OC[C@H]1NCCC1)Br (methyl 6-amino-3-bromo-2-((S)-1-pyrrolidin-2-ylmethoxy)benzoate), NC1=CC=C(C(=C1C(=O)OC)OC[C@H]1NCCC1)Br (methyl 6-amino-3-bromo-2-((S)-1-pyrrolidin-2-ylmethoxy)benzoate). The product is NC1=CC=C2C(OC[C@H]3N2CCC3)=C1C(=O)OC (Methyl (S)-7-amino-2,3,3a,4-tetrahydro-1H-benzo[b]pyrrolo[1,2-d][1,4]oxazine-6-carboxylate). As a reaction SMILES: [NH2:1][C:2]1[C:14]([C:15]([O:17][CH3:18])=[O:16])=[C:6]2[O:7][CH2:8][C@H:9]3[CH2:13][CH2:12][CH2:11][N:10]3[C:5]2=[CH:4][CH:3]=1.NC1C(C(OC)=O)=C(OC[C@@H]2CCCN2)C(Br)=CC=1>>[NH2:1][C:2]1[C:14]([C:15]([O:17][CH3:18])=[O:16])=[C:6]2[O:7][CH2:8][C@@H:9]3[CH2:13][CH2:12][CH2:11][N:10]3[C:5]2=[CH:4][CH:3]=1. Procedure details: Prepared by proceeding in a similar manner to Intermediate 6, starting from methyl 6-amino-3-bromo-2-((S)-1-pyrrolidin-2-ylmethoxy)benzoate (Intermediate 14). Starting materials: COC(=O)c1cc(-c2c(Cl)cnn2C)c(Cl)o1, [Na+], C1CCOC1, [OH-]. The product is Cn1ncc(Cl)c1-c1cc(C(=O)O)oc1Cl. As a reaction SMILES: [Cl:1][c:2]1[c:3](-[c:11]2[c:12]([Cl:17])[cH:13][n:14][n:15]2[CH3:16])[cH:4][c:5]([C:7](=[O:8])[O:9][CH3:10])[o:6]1.[Na+:19].[O:20]1[CH2:21][CH2:22][CH2:23][CH2:24]1.[OH-:18]>>[Cl:1][c:2]1[c:3](-[c:11]2[c:12]([Cl:17])[cH:13][n:14][n:15]2[CH3:16])[cH:4][c:5]([C:7](=[O:8])[OH:9])[o:6]1. The reactants are COC(COC1=CC(=C(C=C1)F)N)=O ((3-amino-4-fluorophenoxy)acetic acid methyl ester), C(C)OC(C(C(CC)=O)CC1=CC=C(C=C1)Cl)=O (2-(4-chlorobenzyl)-3-oxopentanoic acid ethyl ester), polyphosphoric acid. The solvent is O (water). Run at temperature 120 celsius. Yields the product COC(COC1=C2C(C(=C(NC2=C(C=C1)F)CC)CC1=CC=C(C=C1)Cl)=O)=O ([3-(4-chlorobenzyl)-2-ethyl-8-fluoro-4-oxo-1,4-dihydroquinolin-5-yloxy]acetic Acid Methyl Ester). RXN SMILES: [CH3:1][O:2][C:3](=[O:14])[CH2:4][O:5][C:6]1[CH:11]=[CH:10][C:9]([F:12])=[C:8]([NH2:13])[CH:7]=1.C([O:17][C:18](=O)[CH:19]([CH2:24][C:25]1[CH:30]=[CH:29][C:28]([Cl:31])=[CH:27][CH:26]=1)[C:20](=O)[CH2:21][CH3:22])C>O>[CH3:1][O:2][C:3](=[O:14])[CH2:4][O:5][C:6]1[CH:11]=[CH:10][C:9]([F:12])=[C:8]2[C:7]=1[C:18](=[O:17])[C:19]([CH2:24][C:25]1[CH:26]=[CH:27][C:28]([Cl:31])=[CH:29][CH:30]=1)=[C:20]([CH2:21][CH3:22])[NH:13]2. Procedure details: A mixture of (3-amino-4-fluorophenoxy)acetic acid methyl ester (1.9 g), 2-(4-chlorobenzyl)-3-oxopentanoic acid ethyl ester (0.95 g) and polyphosphoric acid (10 mL) was heated at 120° C. for 5 hours. The mixture was diluted with water, extracted with ethyl acetate and the combined extracts washed with saturated aqueous sodium chloride solution and saturated aqueous sodium hydrogen carbonate solution and then dried over magnesium sulfate. The solvent was removed under reduced pressure and the resi... The reactants are [Li]CCCC, CCCCC(C)(C)C(=O)OC, COP(C)(=O)OC, CCCCCC, C1CCOC1, O=[PH]([O-])[O-]. Product: CCCCC(C)(C)C(=O)CP(=O)(OC)OC. RXN SMILES: [CH2:12]([Li:13])[CH2:14][CH2:15][CH3:16].[CH3:17][C:18]([C:19](=[O:20])[O:21][CH3:22])([CH2:23][CH2:24][CH2:25][CH3:26])[CH3:27].[CH3:1][P:2]([O:3][CH3:4])([O:5][CH3:6])=[O:7].[CH3:28][CH2:29][CH2:30][CH2:31][CH2:32][CH3:33].[O:34]1[CH2:35][CH2:36][CH2:37][CH2:38]1.[PH:8](=[O:9])([O-:10])[O-:11]>>[CH2:1]([P:2]([O:3][CH3:4])([O:5][CH3:6])=[O:7])[C:19]([C:18]([CH3:17])([CH2:23][CH2:24][CH2:25][CH3:26])[CH3:27])=[O:20]. Starting materials: COC1=C(C=C(C=C1)C=1C=CC(NN1)=O)OCCC (6-(4-methoxy-3-n-propoxyphenyl)-3[2H]pyridazinone), C(C)(C)OC1=C(C=C(C=C1)C=1C=CC(NN1)=O)OC (6-(4-isopropoxy-3-methoxyphenyl)-3[2H]pyridazinone), C(C=C)OC=1C=C(C=CC1OC)C=1C=CC(NN1)=O (6-(3-allyloxy-4-methoxyphenyl)-3[2H]pyridazinone), C(C)OC=1C=C(C=CC1OC)C=1C=CC(NN1)=O (6-(3-ethoxy-4-methoxyphenyl)-3[2H]pyridazinone). The product is COC1=C(C=C(C=C1)C=1C=CC(NN1)=O)OCCC(C)C (6-[4-Methoxy-3-(3-methylbutoxy)phenyl]-3[2H]pyridazinone). Reaction SMILES: CO[C:3]1[CH:8]=CC(C2C=CC(=O)NN=2)=C[C:4]=1OCCC.C(OC1C=C(C2C=CC(=O)NN=2)C=CC=1OC)C=C.[CH2:39]([O:41][C:42]1[CH:43]=[C:44]([C:50]2[CH:51]=[CH:52][C:53](=[O:56])[NH:54][N:55]=2)[CH:45]=[CH:46][C:47]=1[O:48][CH3:49])[CH3:40].C(OC1C=CC(C2C=CC(=O)NN=2)=CC=1OC)(C)C>>[CH3:49][O:48][C:47]1[CH:46]=[CH:45][C:44]([C:50]2[CH:51]=[CH:52][C:53](=[O:56])[NH:54][N:55]=2)=[CH:43][C:42]=1[O:41][CH2:39][CH2:40][CH:3]([CH3:8])[CH3:4]. Procedure details: The following are obtained analogously: 6-(4-methoxy-3-n-propoxyphenyl)-3[2H]pyridazinone, m.p. 196°, 17.5% of theory, 6-(3-allyloxy-4-methoxyphenyl)-3[2H]pyridazinone, m.p. 175°, 16.3% of theory, 6-(3-ethoxy-4-methoxyphenyl)-3[2H]pyridazinone, m.p. 171°, 15.1% of theory and 6-(4-isopropoxy-3-methoxyphenyl)-3[2H]pyridazinone, m.p. 200°, 26.4% of theory.